This data is from the Open Reaction Database (ORD), a public repository of structured organic reaction records. The task is: describe an organic reaction: reactants, conditions, products, and yield The reactants are ClC1=CC(=C(C=C1[N+](=O)[O-])N=C1SC(N2CCCCN12)=S)F (9-(4-chloro-2-fluoro-5-nitrophenyl)imino-8-thia-1,6-diazabicyclo[4.3.0]nonane-7-thione). Reagents/catalysts: [Fe] (iron). The solvent is C(C)(=O)O (acetic acid). Reaction conditions: temperature 75 celsius, time 1 hour. Yields the product NC=1C(=CC(=C(C1)N=C1SC(N2CCCCN12)=S)F)Cl (9-(5-amino-4-chloro-2-fluorophenyl)imino-8-thia-1,6-diazabicyclo[4.3.0]nonane-7-thione). Yield: 79.2%. RXN SMILES: [Cl:1][C:2]1[C:7]([N+:8]([O-])=O)=[CH:6][C:5]([N:11]=[C:12]2[N:20]3[N:15]([CH2:16][CH2:17][CH2:18][CH2:19]3)[C:14](=[S:21])[S:13]2)=[C:4]([F:22])[CH:3]=1>C(O)(=O)C.[Fe]>[NH2:8][C:7]1[C:2]([Cl:1])=[CH:3][C:4]([F:22])=[C:5]([N:11]=[C:12]2[N:20]3[N:15]([CH2:16][CH2:17][CH2:18][CH2:19]3)[C:14](=[S:21])[S:13]2)[CH:6]=1. Procedure: To a stirred, hot (75° C.) mixture of 1.4 g (0.025 mole) of iron powder in 200 mL of acetic acid was added 1.5 g (0.0042 mole) of 9-(4-chloro-2-fluoro-5-nitrophenyl)imino-8-thia-1,6-diazabicyclo[4.3.0]nonane-7-thione. The mixture was stirred at 75° C. for one hour, then filtered and the filtrate evaporated under reduced pressure leaving a residue. The residue was partitioned between ethyl acetate and an aqueous, saturated sodium bicarbonate solution. The organic phase was separated, dried over a... Starting materials: Cc1ccccc1, CCCC(=O)N(C)SNc1ccc(Oc2ccc(C(F)(F)F)cc2Cl)cc1F, O=C=NC(=O)c1c(F)cccc1F. The product is CCCC(=O)N(C)SN(C(=O)NC(=O)c1c(F)cccc1F)c1ccc(Oc2ccc(C(F)(F)F)cc2Cl)cc1F. RXN SMILES: [CH3:42][c:43]1[cH:44][cH:45][cH:46][cH:47][cH:48]1.[Cl:14][c:15]1[c:16]([O:17][c:18]2[cH:19][c:20]([F:33])[c:21]([NH:24][S:25][N:26]([C:27]([CH2:28][CH2:29][CH3:30])=[O:31])[CH3:32])[cH:22][cH:23]2)[cH:34][cH:35][c:36]([C:38]([F:39])([F:40])[F:41])[cH:37]1.[F:1][c:2]1[c:3]([C:4](=[O:5])[N:6]=[C:7]=[O:8])[c:9]([F:13])[cH:10][cH:11][cH:12]1>>[F:1][c:2]1[c:3]([C:4](=[O:5])[NH:6][C:7](=[O:8])[N:24]([c:21]2[c:20]([F:33])[cH:19][c:18]([O:17][c:16]3[c:15]([Cl:14])[cH:37][c:36]([C:38]([F:39])([F:40])[F:41])[cH:35][cH:34]3)[cH:23][cH:22]2)[S:25][N:26]([C:27]([CH2:28][CH2:29][CH3:30])=[O:31])[CH3:32])[c:9]([F:13])[cH:10][cH:11][cH:12]1. The reactants are COc1ccc(N)cc1, CCO, CCOC(OCC)OCC, N#CCC#N. Product: COc1ccc(NC(C)=C(C#N)C#N)cc1. As a reaction SMILES: [CH3:11][O:12][c:13]1[cH:14][cH:15][c:16]([NH2:17])[cH:18][cH:19]1.[CH3:25][CH2:26][OH:27].[CH:1]([O:2][CH2:5][CH3:6])([O:7][CH2:8][CH3:9])[O:10][CH2:3][CH3:4].[N:20]#[C:21][CH2:22][C:23]#[N:24]>>[C:3]([CH3:4])([NH:17][c:16]1[cH:15][cH:14][c:13]([O:12][CH3:11])[cH:19][cH:18]1)=[C:22]([C:21]#[N:20])[C:23]#[N:24]. Starting materials: CN(C1=CC=C2C(NC(=NC2=C1)N1N=CC(=C1)C(=O)O)=O)C (1-(7-dimethylamino-4-oxo-3,4-dihydro-quinazolin-2-yl)-1H-pyrazole-4-carboxylic acid), [OH-].[K+] (KOH), C(C)OC(=O)C=1C=NN(C1)C1=NC2=CC(=CC=C2C(N1)=O)N(C)C (1-(7-dimethylamino-4-oxo-3,4-dihydro-quinazolin-2-yl)-1H-pyrazole-4-carboxylic acid ethyl ester), C(C)OC(=O)C=1C=NN(C1)C1=NC2=CC=CC(=C2C(N1)=O)N(C)C (1-(5-dimethylamino-4-oxo-3,4-dihydro-quinazolin-2-yl)-1H-pyrazole-4-carboxylic acid ethyl ester). Solvent: C1CCOC1 (THF). Run at time 18 hour. The product is CN(C1=C2C(NC(=NC2=CC=C1)N1N=CC(=C1)C(=O)O)=O)C (1-(5-dimethylamino-4-oxo-3,4-dihydro-quinazolin-2-yl)-1H-pyrazole-4-carboxylic acid). As a reaction SMILES: [OH-].[K+].C([O:5][C:6]([C:8]1[CH:9]=[N:10][N:11]([C:13]2[NH:22][C:21](=[O:23])[C:20]3[C:15](=[CH:16][C:17]([N:24]([CH3:26])[CH3:25])=[CH:18][CH:19]=3)[N:14]=2)[CH:12]=1)=[O:7])C.C(OC(C1C=NN(C2NC(=O)C3C(=CC=CC=3N(C)C)N=2)C=1)=O)C.CN(C)C1C=C2C(C(=O)NC(N3C=C(C(O)=O)C=N3)=N2)=CC=1>C1COCC1>[CH3:25][N:24]([CH3:26])[C:17]1[CH:18]=[CH:19][CH:20]=[C:15]2[C:16]=1[C:21](=[O:23])[NH:22][C:13]([N:11]1[CH:12]=[C:8]([C:6]([OH:5])=[O:7])[CH:9]=[N:10]1)=[N:14]2 |f:0.1|. Procedure details: Aqueous 1M KOH (3.8 mL, 3.8 mmol) was added to a 3:2 mixture of 1-(7-dimethylamino-4-oxo-3,4-dihydro-quinazolin-2-yl)-1H-pyrazole-4-carboxylic acid ethyl ester and 1-(5-dimethylamino-4-oxo-3,4-dihydro-quinazolin-2-yl)-1H-pyrazole-4-carboxylic acid ethyl ester (0.415 g, 1.27 mmol) in THF (3.8 mL). The reaction mixture was allowed to stir at room temperature for 18 h and was then concentrated. The residue was re-dissolved in water (10 mL) and acidified with aqueous HCl (1 M, 3 mL). The resulting p... Starting materials: OCC1=C(C=CC=C1)B(O)O (2-(hydroxymethyl)phenylboronic acid), [OH-].[Na+] (sodium hydroxide), Cl.N12C[C@@H](C(CC1)CC2)NC(=O)C=2OC1=C(C2)C=C(C=C1)Br (N-[(3R)-1-Azabicyclo[2.2.2]oct-3-yl]-5-bromo-1-benzofuran-2-carboxamide hydrochloride). The reagents and catalysts are C1=CC=C(C=C1)P([C-]2C=CC=C2)C3=CC=CC=C3.C1=CC=C(C=C1)P([C-]2C=CC=C2)C3=CC=CC=C3.Cl[Pd]Cl.[Fe+2] (PdCl2(dppf)). Run in CN(C)C=O (DMF). Reaction conditions: temperature 85 celsius, time 20 minute. The product is N12C[C@@H](C(CC1)CC2)NC(=O)C=2OC1=C(C2)C=C(C=C1)C1=C(C=CC=C1)CO (N-[(3R)-1-Azabicyclo[2.2.2]oct-3-yl]-5-[2-(hydroxymethyl)phenyl]-1-benzofuran-2-carboxamide). As a reaction SMILES: [OH:1][CH2:2][C:3]1[CH:8]=[CH:7][CH:6]=[CH:5][C:4]=1B(O)O.[OH-].[Na+].Cl.[N:15]12[CH2:22][CH2:21][CH:18]([CH2:19][CH2:20]1)[C@@H:17]([NH:23][C:24]([C:26]1[O:27][C:28]3[CH:34]=[CH:33][C:32](Br)=[CH:31][C:29]=3[CH:30]=1)=[O:25])[CH2:16]2>CN(C=O)C.C1C=CC(P(C2C=CC=CC=2)[C-]2C=CC=C2)=CC=1.C1C=CC(P(C2C=CC=CC=2)[C-]2C=CC=C2)=CC=1.Cl[Pd]Cl.[Fe+2]>[N:15]12[CH2:20][CH2:19][CH:18]([CH2:21][CH2:22]1)[C@@H:17]([NH:23][C:24]([C:26]1[O:27][C:28]3[CH:34]=[CH:33][C:32]([C:4]4[CH:5]=[CH:6][CH:7]=[CH:8][C:3]=4[CH2:2][OH:1])=[CH:31][C:29]=3[CH:30]=1)=[O:25])[CH2:16]2 |f:1.2,3.4,6.7.8.9|. Reported procedure: 110 mg (0.73 mmol) of 2-(hydroxymethyl)phenylboronic acid and 1.46 ml of 1N sodium hydroxide solution are added to a mixture of 170 mg (0.49 mmol) of N-[(3R)-1-azabicyclo[2.2.2]oct-3-yl]-5-bromo-1-benzofuran-2-carboxamide (Example 3A) and 35 mg (0.05 mmol) of PdCl2(dppf) in 2 ml of DMF. The reaction mixture is heated at 85° C. overnight. The solvent is removed under reduced pressure. Addition of a mixture of 1N sodium hydroxide solution and ethyl acetate to the residue is followed by extraction ... Reactants: CC(=O)[O-], CC(=O)O, [O-]Cl, CCOC(=O)C(O)c1ccc(Cl)c([N+](=O)[O-])c1, [Na+], O. The product is CCOC(=O)C(=O)c1ccc(Cl)c([N+](=O)[O-])c1. As a reaction SMILES: [CH3:21][C:22](=[O:23])[O-:24].[CH3:26][C:27](=[O:28])[OH:29].[Cl:18][O-:19].[Cl:1][c:2]1[c:3]([N+:15](=[O:16])[O-:17])[cH:4][c:5]([CH:8]([C:9](=[O:10])[O:11][CH2:12][CH3:13])[OH:14])[cH:6][cH:7]1.[Na+:20].[OH2:25]>>[Cl:1][c:2]1[c:3]([N+:15](=[O:16])[O-:17])[cH:4][c:5]([C:8]([C:9](=[O:10])[O:11][CH2:12][CH3:13])=[O:14])[cH:6][cH:7]1. The reactants are C1(=CC=C(C=C1)C=1C(N2C=CC3=C(C2=C(C1)C(=O)O)SC=C3)=O)C3=CC=CC=C3 (8-(biphenyl-4-yl)-7-oxo-7H-thieno[2,3-a]quinolizine-10-carboxylic acid), O=S(Cl)Cl (SOCl2), C1(=CC=CC=C1)C (toluene). Run in C(C)O (ethanol). Product: C1(=CC=C(C=C1)C=1C(N2C=CC3=C(C2=C(C1)C(=O)OCC)SC=C3)=O)C3=CC=CC=C3 (Ethyl 8-(biphenyl-4-yl)-7-oxo-7H-thieno[2,3-a]quinolizine-10-carboxylate). RXN SMILES: [C:1]1([C:24]2[CH:29]=[CH:28][CH:27]=[CH:26][CH:25]=2)[CH:6]=[CH:5][C:4]([C:7]2[C:8](=[O:23])[N:9]3[C:14](=[C:15]([C:17]([OH:19])=[O:18])[CH:16]=2)[C:13]2[S:20][CH:21]=[CH:22][C:12]=2[CH:11]=[CH:10]3)=[CH:3][CH:2]=1.O=S(Cl)Cl.[C:34]1(C)C=CC=C[CH:35]=1>C(O)C>[C:1]1([C:24]2[CH:29]=[CH:28][CH:27]=[CH:26][CH:25]=2)[CH:2]=[CH:3][C:4]([C:7]2[C:8](=[O:23])[N:9]3[C:14](=[C:15]([C:17]([O:19][CH2:34][CH3:35])=[O:18])[CH:16]=2)[C:13]2[S:20][CH:21]=[CH:22][C:12]=2[CH:11]=[CH:10]3)=[CH:5][CH:6]=1. Reported procedure: From 8-(biphenyl-4-yl)-7-oxo-7H-thieno[2,3-a]quinolizine-10-carboxylic acid with SOCl2 in toluene and ethanol. Starting materials: FC1=C(C=CC(=C1)F)[C@@H](C1=CC=C(C=C1)P(OCC)(=O)C)NC(=O)C=1C(=NC(=NC1)N1N=CC=C1)O (Ethyl 4-((R)-(2,4-difluorophenyl)(4-hydroxy-2-(1H-pyrazol-1-yl)pyrimidine-5-carboxamido)methyl)phenyl(methyl)phosphinate), FC1=C(C=CC(=C1)F)[C@@H](C1=CC=C(C=C1)P(OCC)(=O)C)NC(=O)C=1C(=NC(=NC1)N1N=CC=C1)O (Ethyl 4-((R)-(2,4-difluorophenyl)(4-hydroxy-2-(1H-pyrazol-1-yl)pyrimidine-5-carboxamido)methyl)phenyl(methyl)phosphinate), [OH-].[Na+] (NaOH). Solvent: O1CCOCC1 (dioxane). Conditions: temperature 80 celsius. The product is FC1=C(C=CC(=C1)F)[C@@H](C1=CC=C(C=C1)P(O)(=O)C)NC(=O)C=1C(=NC(=NC1)N1N=CC=C1)O (4-((R)-(2,4-difluorophenyl)(4-hydroxy-2-(1H-pyrazol-1-yl)pyrimidine-5-carboxamido)methyl)phenyl(methyl)phosphinic acid). As a reaction SMILES: [F:1][C:2]1[CH:7]=[C:6]([F:8])[CH:5]=[CH:4][C:3]=1[C@H:9]([NH:22][C:23]([C:25]1[C:26]([OH:36])=[N:27][C:28]([N:31]2[CH:35]=[CH:34][CH:33]=[N:32]2)=[N:29][CH:30]=1)=[O:24])[C:10]1[CH:15]=[CH:14][C:13]([P:16]([CH3:21])(=[O:20])[O:17]CC)=[CH:12][CH:11]=1.[OH-].[Na+]>O1CCOCC1>[F:1][C:2]1[CH:7]=[C:6]([F:8])[CH:5]=[CH:4][C:3]=1[C@H:9]([NH:22][C:23]([C:25]1[C:26]([OH:36])=[N:27][C:28]([N:31]2[CH:35]=[CH:34][CH:33]=[N:32]2)=[N:29][CH:30]=1)=[O:24])[C:10]1[CH:15]=[CH:14][C:13]([P:16]([CH3:21])(=[O:17])[OH:20])=[CH:12][CH:11]=1 |f:1.2|. Procedure: Ethyl 4-((R)-(2,4-difluorophenyl)(4-hydroxy-2-(1H-pyrazol-1-yl)pyrimidine-5-carboxamido)methyl)phenyl(methyl)phosphinate, 20-f, (400 mg, 0.78 mmol) was dissolved in 5 ml of dioxane and treated with 0.5 ml of 5N NaOH. The mixture was heated at 80° C. for one hour. The mixture was then concentrated under vacuum and the residue was diluted with water and washed with ethyl acetate. The aqueous layer was acidified with AcOH and evaporated to dryness. The residue was used for prep-HPLC to afford the p... Starting materials: C(C)(C)(C)[C@@](C(C)(C)N=[N+]=[N-])(C1=CC=CC=C1)O[SiH3] (2(S)-t-butyldimethyl-silyloxy-2-phenylethylazide), [H-].[Al+3].[Li+].[H-].[H-].[H-] (lithium aluminum hydride), O (water), [OH-].[Na+] (sodium hydroxide), O (water). Solvent: O1CCCC1 (tetrahydrofuran), O1CCCC1 (tetrahydrofuran). Conditions: time 1 hour. Product: NC[C@@H](O)C1=CC=CC=C1 (2-Amino-1(S)-phenylethanol). RXN SMILES: [H-].[Al+3].[Li+].[H-].[H-].[H-].C([C@:11]([O:24][SiH3])([C:18]1[CH:23]=[CH:22][CH:21]=[CH:20][CH:19]=1)[C:12]([N:15]=[N+]=[N-])(C)C)(C)(C)C.O.[OH-].[Na+]>O1CCCC1>[NH2:15][CH2:12][C@H:11]([C:18]1[CH:23]=[CH:22][CH:21]=[CH:20][CH:19]=1)[OH:24] |f:0.1.2.3.4.5,8.9|. Procedure: A mixture of 2.6 g of lithium aluminum hydride in 400 ml of tetrahydrofuran was cooled in an ice-acetone bath, and a solution of 9.4 g of 2(S)-t-butyldimethyl-silyloxy-2-phenylethylazide [prepared as described in step (c) above] in 100 ml of tetrahydrofuran was added dropwise to the cooled mixture. The mixture was stirred for 1 hour, whilst ice-cooling, after which 2.6 ml of water, 2.6 ml of a 15% w/v aqueous solution of sodium hydroxide and 7.8 ml of water were added dropwise to the reaction mi... Starting materials: CI (methyl iodide), [H-].[Na+] (sodium hydride), CI (methyl iodide), [H-].[Na+] (sodium hydride), [H-].[Na+] (Sodium hydride), CI (methyl iodide), C(N)(=O)CC(CN1N=CN=C1)(O)C1=C(C=C(C=C1)Cl)Cl (1-Carbamoyl-2-(2,4-dichlorophenyl)-3-(1H-1,2,4-triazol-1-yl)propan-2-ol). Run in O1CCCC1 (tetrahydrofuran). Reaction conditions: time 10 minute. Yields the product ClC1=C(C=CC(=C1)Cl)C(CC(NC)=O)(CN1N=CN=C1)O (2-(2,4-Dichlorophenyl)-1-(N-methylcarbamoyl)-3-(1H-1,2,4-triazol-1-yl)propan-2-ol). Reaction SMILES: [C:1]([CH2:4][C:5]([C:13]1[CH:18]=[CH:17][C:16]([Cl:19])=[CH:15][C:14]=1[Cl:20])([OH:12])[CH2:6][N:7]1[CH:11]=[N:10][CH:9]=[N:8]1)(=[O:3])[NH2:2].[H-].[Na+].[CH3:23]I>O1CCCC1>[Cl:20][C:14]1[CH:15]=[C:16]([Cl:19])[CH:17]=[CH:18][C:13]=1[C:5]([OH:12])([CH2:6][N:7]1[CH:11]=[N:10][CH:9]=[N:8]1)[CH2:4][C:1](=[O:3])[NH:2][CH3:23] |f:1.2|. Procedure: 1-Carbamoyl-2-(2,4-dichlorophenyl)-3-(1H-1,2,4-triazol-1-yl)propan-2-ol (1.0 g) was dissolved in dry tetrahydrofuran (20 ml) and the reaction mixture was cooled to 0°-5° C. Sodium hydride (0.15 g, as a 50% dispersion in oil) was then added, the mixture stirred for 10 minutes and methyl iodide (0.45 g) added. Further quantities of methyl iodide (90 mg) and sodium hydride (375 mg, as a 50% dispersion in oil) were added. After stirring for a few minutes, yet further quantities of methyl iodide (90 ...